From a dataset of the Open Reaction Database (ORD), a public repository of structured organic reaction records. describe an organic reaction: reactants, conditions, products, and yield The reactants are CCC1CNCC1NC(=O)OC, CC#N, CCN(C(C)C)C(C)C, Nc1c(F)c(F)c(F)c2c1c(=O)c(C(=O)O)cn2C1CC1. The product is CCC1CN(c2c(F)c(N)c3c(=O)c(C(=O)O)cn(C4CC4)c3c2F)CC1NC(=O)OC. RXN SMILES: [CH3:22][O:23][C:24](=[O:25])[NH:26][CH:27]1[CH2:28][NH:29][CH2:30][CH:31]1[CH2:32][CH3:33].[CH3:43][C:44]#[N:45].[CH:34]([N:35]([CH:36]([CH3:37])[CH3:38])[CH2:39][CH3:40])([CH3:41])[CH3:42].[NH2:1][c:2]1[c:3]2[c:4](=[O:21])[c:5]([C:18](=[O:19])[OH:20])[cH:6][n:7]([CH:15]3[CH2:16][CH2:17]3)[c:8]2[c:9]([F:14])[c:10]([F:13])[c:11]1[F:12]>>[NH2:1][c:2]1[c:3]2[c:4](=[O:21])[c:5]([C:18](=[O:19])[OH:20])[cH:6][n:7]([CH:15]3[CH2:16][CH2:17]3)[c:8]2[c:9]([F:14])[c:10]([N:29]2[CH2:28][CH:27]([NH:26][C:24]([O:23][CH3:22])=[O:25])[CH:31]([CH2:32][CH3:33])[CH2:30]2)[c:11]1[F:12]. Starting materials: COC=1CCCCC(N1)CC=1C(=NOC1)C1=CC=CC=C1 (3,4,5,6-tetrahydro-7-methoxy-2-[(3-phenylisoxazol-4-yl)methyl]-2H-azepine), [Cl-].[NH4+] (ammonium chloride). Yields the product Cl.C1(=CC=CC=C1)C1=NOC=C1CC1CCCCC(N1)=N (hexahydro-7-[(3-phenylisoxazol-4-yl)methyl]-2H-azepin-2-imine, monohydrochloride). RXN SMILES: CO[C:3]1[CH2:4][CH2:5][CH2:6][CH2:7][CH:8]([CH2:10][C:11]2[C:12]([C:16]3[CH:21]=[CH:20][CH:19]=[CH:18][CH:17]=3)=[N:13][O:14][CH:15]=2)[N:9]=1.[Cl-:22].[NH4+:23]>>[ClH:22].[C:16]1([C:12]2[C:11]([CH2:10][CH:8]3[NH:9][C:3](=[NH:23])[CH2:4][CH2:5][CH2:6][CH2:7]3)=[CH:15][O:14][N:13]=2)[CH:21]=[CH:20][CH:19]=[CH:18][CH:17]=1 |f:1.2,3.4|. Procedure details: The title product of Example 127 is reacted with ammonium chloride by the method of Example 5 to generate the title compound. Reactants: CS(=O)(=O)Cl, ClCCl, OCCc1ccc(N2CCCC2)cc1, [Na+], O=C([O-])O. The product is CS(=O)(=O)OCCc1ccc(N2CCCC2)cc1. RXN SMILES: [CH3:15][S:16]([Cl:17])(=[O:18])=[O:19].[Cl:25][CH2:26][Cl:27].[N:1]1([c:6]2[cH:7][cH:8][c:9]([CH2:10][CH2:11][OH:12])[cH:13][cH:14]2)[CH2:2][CH2:3][CH2:4][CH2:5]1.[Na+:20].[OH:21][C:22](=[O:23])[O-:24]>>[N:1]1([c:6]2[cH:7][cH:8][c:9]([CH2:10][CH2:11][O:12][S:16]([CH3:15])(=[O:18])=[O:19])[cH:13][cH:14]2)[CH2:2][CH2:3][CH2:4][CH2:5]1. The reactants are C(CC)(=O)O[C@@H]1[C@]2(C)[C@@H](CC1)[C@@H]1CCC3=CCC[C@@H]([C@]3(COC(CC)=O)[C@H]1CC2)C (1α-methyl-4-androstene-17β,19-diol dipropionate), C([O-])(O)=O.[Na+] (sodium bicarbonate). The solvent is CO (methanol). Product: C(CC)(=O)O[C@@H]1[C@]2(C)[C@@H](CC1)[C@@H]1CCC3=CCC[C@@H]([C@]3(CO)[C@H]1CC2)C (1α-methyl-4-androstene-17β,19-diol 17-propionate). As a reaction SMILES: [C:1]([O:5][C@H:6]1[CH2:11][CH2:10][C@H:9]2[C@H:12]3[C@H:27]([CH2:28][CH2:29][C@:7]12[CH3:8])[C@:20]1([CH2:21][O:22]C(=O)CC)[C:15](=[CH:16][CH2:17][CH2:18][C@@H:19]1[CH3:30])[CH2:14][CH2:13]3)(=[O:4])[CH2:2][CH3:3].C(=O)(O)[O-].[Na+]>CO>[C:1]([O:5][C@H:6]1[CH2:11][CH2:10][C@H:9]2[C@H:12]3[C@H:27]([CH2:28][CH2:29][C@:7]12[CH3:8])[C@:20]1([CH2:21][OH:22])[C:15](=[CH:16][CH2:17][CH2:18][C@@H:19]1[CH3:30])[CH2:14][CH2:13]3)(=[O:4])[CH2:2][CH3:3] |f:1.2|. Procedure details: To a solution of 1α-methyl-4-androstene-17β,19-diol dipropionate in 10% aqueous methanol is added 1 equivalent sodium bicarbonate and the solution is heated under reflux for one hour. Methanol is removed under vacuum to half volume and the concentrate is poured onto water. The solid is filtered, air dried and crystallized from hexane to give 1α-methyl-4-androstene-17β,19-diol 17-propionate. Reactants: [B+2], CC(=O)[O-], CC(=O)[O-], CCN(C(C)C)C(C)C, CN1CCCC1=O, O=C(O)c1cn(C2CC2)c2cc(Cl)c(F)cc2c1=O, CC(=O)NCC1CN(c2ccc(OCC3(O)CCCNCC3)c(F)c2)C(=O)O1. Yields the product CC(=O)NCC1CN(c2ccc(OCC3(O)CCCN(c4cc5c(cc4F)c(=O)c(C(=O)O)cn5C4CC4)CC3)c(F)c2)C(=O)O1. RXN SMILES: [B+2:46].[C:38]([O-:39])(=[O:40])[CH3:41].[C:42]([O-:43])(=[O:44])[CH3:45].[CH2:29]([N:30]([CH:31]([CH3:32])[CH3:33])[CH:34]([CH3:35])[CH3:36])[CH3:37].[CH3:66][N:67]1[CH2:68][CH2:69][CH2:70][C:71]1=[O:72].[Cl:47][c:48]1[c:49]([F:65])[cH:50][c:51]2[c:52](=[O:64])[c:53]([C:61](=[O:62])[OH:63])[cH:54][n:55]([CH:58]3[CH2:59][CH2:60]3)[c:56]2[cH:57]1.[F:1][c:2]1[cH:3][c:4]([N:18]2[C:19](=[O:28])[O:20][CH:21]([CH2:23][NH:24][C:25]([CH3:26])=[O:27])[CH2:22]2)[cH:5][cH:6][c:7]1[O:8][CH2:9][C:10]1([OH:17])[CH2:11][CH2:12][NH:13][CH2:14][CH2:15][CH2:16]1>>[F:1][c:2]1[cH:3][c:4]([N:18]2[C:19](=[O:28])[O:20][CH:21]([CH2:23][NH:24][C:25]([CH3:26])=[O:27])[CH2:22]2)[cH:5][cH:6][c:7]1[O:8][CH2:9][C:10]1([OH:17])[CH2:11][CH2:12][N:13]([c:48]2[c:49]([F:65])[cH:50][c:51]3[c:52](=[O:64])[c:53]([C:61](=[O:62])[OH:63])[cH:54][n:55]([CH:58]4[CH2:59][CH2:60]4)[c:56]3[cH:57]2)[CH2:14][CH2:15][CH2:16]1. Starting materials: Cc1cc(Nc2nn(-c3ccc(C(C)(C)C)cc3)c(=O)c3cc(NC=O)ccc23)[nH]n1, CO, Cl. Yields the product Cc1cc(Nc2nn(-c3ccc(C(C)(C)C)cc3)c(=O)c3cc(N)ccc23)[nH]n1. Reaction SMILES: [C:1]([CH3:2])([CH3:3])([CH3:4])[c:5]1[cH:6][cH:7][c:8](-[n:11]2[n:12][c:13]([NH:25][c:26]3[nH:27][n:28][c:29]([CH3:31])[cH:30]3)[c:14]3[cH:15][cH:16][c:17]([NH:22][CH:23]=[O:24])[cH:18][c:19]3[c:20]2=[O:21])[cH:9][cH:10]1.[CH3:32][OH:33].[ClH:34]>>[C:1]([CH3:2])([CH3:3])([CH3:4])[c:5]1[cH:6][cH:7][c:8](-[n:11]2[n:12][c:13]([NH:25][c:26]3[nH:27][n:28][c:29]([CH3:31])[cH:30]3)[c:14]3[cH:15][cH:16][c:17]([NH2:22])[cH:18][c:19]3[c:20]2=[O:21])[cH:9][cH:10]1.